Dataset: the Open Reaction Database (ORD), a public repository of structured organic reaction records. Task: describe an organic reaction: reactants, conditions, products, and yield The reactants are C(=O)(OCC1=CC=CC=C1)N1C[C@@H]2CN(C[C@@H]2C1)C1=C(C=C(C=C1)N1C(O[C@H](C1)CNC(C)=O)=O)F ((S)-N-[[3-[4-[cis-3-(Carbobenzyloxy)-3,7-diazabicyclo[3.3.0]octan-7-yl]-3-fluorophenyl]-2-oxo-5-oxazolidinyl]methyl]acetamide), C(Cl)Cl (methylene chloride). Reagents/catalysts: [Pd] (palladium on carbon). Solvent: CO (methanol). Product: [C@@H]12CNC[C@H]2CN(C1)C1=C(C=C(C=C1)N1C(O[C@H](C1)CNC(C)=O)=O)F ((S)-N-[[3-[4-[cis- 3,7-diazabicyclo[3.3.0]octan-7-yl]-3-fluorophenyl]-2-oxo-5-oxazolidinyl]methyl]acetamide). RXN SMILES: C([N:11]1[CH2:18][C@@H:17]2[C@@H:13]([CH2:14][N:15]([C:19]3[CH:24]=[CH:23][C:22]([N:25]4[CH2:29][C@H:28]([CH2:30][NH:31][C:32](=[O:34])[CH3:33])[O:27][C:26]4=[O:35])=[CH:21][C:20]=3[F:36])[CH2:16]2)[CH2:12]1)(OCC1C=CC=CC=1)=O.C(Cl)Cl>[Pd].CO>[C@@H:17]12[CH2:16][N:15]([C:19]3[CH:24]=[CH:23][C:22]([N:25]4[CH2:29][C@H:28]([CH2:30][NH:31][C:32](=[O:34])[CH3:33])[O:27][C:26]4=[O:35])=[CH:21][C:20]=3[F:36])[CH2:14][C@@H:13]1[CH2:12][NH:11][CH2:18]2. Procedure: (S)-N-[[3-[4-[cis-3-(Carbobenzyloxy)-3,7-diazabicyclo[3.3.0]octan-7-yl]-3-fluorophenyl]-2-oxo-5-oxazolidinyl]methyl]acetamide (150 mg, 0.30 mmol), methylene chloride (5 mL), and methanol (10 mL) are combined with 10% palladium on carbon (30 mg) and placed under a hydrogen atmosphere (balloon) for 15 hours. The reaction is filtered through celite and concentrated in vacuo to give crude (S)-N-[[3-[4-[cis- 3,7-diazabicyclo[3.3.0]octan-7-yl]-3-fluorophenyl]-2-oxo-5-oxazolidinyl]methyl]acetamide. To ...